Dataset: the Open Reaction Database (ORD), a public repository of structured organic reaction records. Task: describe an organic reaction: reactants, conditions, products, and yield Reactants: CCOC(C)=O, NC1(C(=O)O)CCCCC1, [Na+], [OH-], O, O=C(Cl)c1ccco1. The product is O=C(NC1(C(=O)O)CCCCC1)c1ccco1. As a reaction SMILES: [CH3:21][CH2:22][O:23][C:24](=[O:25])[CH3:26].[NH2:1][C:2]1([C:8](=[O:9])[OH:10])[CH2:3][CH2:4][CH2:5][CH2:6][CH2:7]1.[Na+:12].[OH-:11].[OH2:27].[o:13]1[c:14]([C:18](=[O:19])[Cl:20])[cH:15][cH:16][cH:17]1>>[NH:1]([C:2]1([C:8](=[O:9])[OH:10])[CH2:3][CH2:4][CH2:5][CH2:6][CH2:7]1)[C:18]([c:14]1[o:13][cH:17][cH:16][cH:15]1)=[O:19]. The reactants are CC(=O)CCC(=O)OC1C(O)OC(C)C(OCc2ccccc2)C1OCc1ccccc1, C1CCC2=NCCCN2CC1, N#CC(Cl)(Cl)Cl, ClCCl. Yields the product CC(=O)CCC(=O)OC1C(OC(=N)C(Cl)(Cl)Cl)OC(C)C(OCc2ccccc2)C1OCc1ccccc1. RXN SMILES: [CH2:18]([c:19]1[cH:20][cH:21][cH:22][cH:23][cH:24]1)[O:25][CH:26]1[CH:27]([O:42][C:43]([CH2:44][CH2:45][C:46](=[O:47])[CH3:48])=[O:49])[CH:28]([OH:29])[O:30][CH:31]([CH3:41])[CH:32]1[O:33][CH2:34][c:35]1[cH:36][cH:37][cH:38][cH:39][cH:40]1.[CH2:7]1[CH2:8][CH2:9][C:10]2=[N:15][CH2:14][CH2:13][CH2:12][N:11]2[CH2:16][CH2:17]1.[Cl:1][C:2]([C:3]#[N:4])([Cl:5])[Cl:6].[Cl:50][CH2:51][Cl:52]>>[Cl:1][C:2]([C:3](=[NH:4])[O:29][CH:28]1[CH:27]([O:42][C:43]([CH2:44][CH2:45][C:46](=[O:47])[CH3:48])=[O:49])[CH:26]([O:25][CH2:18][c:19]2[cH:20][cH:21][cH:22][cH:23][cH:24]2)[CH:32]([O:33][CH2:34][c:35]2[cH:36][cH:37][cH:38][cH:39][cH:40]2)[CH:31]([CH3:41])[O:30]1)([Cl:5])[Cl:6]. Reactants: C1CCOC1, CO, CCOC(=O)c1sc(N2CCC(NC(=O)c3nc(Cl)c(CC)[nH]3)C(OCC(F)F)C2)nc1C, [Li+], [OH-]. The product is CCc1[nH]c(C(=O)NC2CCN(c3nc(C)c(C(=O)O)s3)CC2OCC(F)F)nc1Cl. RXN SMILES: [CH2:38]1[O:39][CH2:40][CH2:41][CH2:42]1.[CH3:36][OH:37].[Cl:1][c:2]1[n:3][c:4]([C:9](=[O:10])[NH:11][CH:12]2[CH:13]([O:29][CH2:30][CH:31]([F:32])[F:33])[CH2:14][N:15]([c:18]3[s:19][c:20]([C:24](=[O:25])[O:26][CH2:27][CH3:28])[c:21]([CH3:23])[n:22]3)[CH2:16][CH2:17]2)[nH:5][c:6]1[CH2:7][CH3:8].[Li+:34].[OH-:35]>>[Cl:1][c:2]1[n:3][c:4]([C:9](=[O:10])[NH:11][CH:12]2[CH:13]([O:29][CH2:30][CH:31]([F:32])[F:33])[CH2:14][N:15]([c:18]3[s:19][c:20]([C:24](=[O:25])[OH:26])[c:21]([CH3:23])[n:22]3)[CH2:16][CH2:17]2)[nH:5][c:6]1[CH2:7][CH3:8]. Reactants: O=C([O-])[O-], CSC(c1ccc(Cl)cc1)c1ccc(Cl)cc1, ClC(Cl)Cl, O=C(OO)c1cccc(Cl)c1, [K+], [K+], O. Yields the product CS(=O)C(c1ccc(Cl)cc1)c1ccc(Cl)cc1. As a reaction SMILES: [C:33](=[O:34])([O-:35])[O-:36].[CH3:16][S:17][CH:18]([c:19]1[cH:20][cH:21][c:22]([Cl:25])[cH:23][cH:24]1)[c:26]1[cH:27][cH:28][c:29]([Cl:32])[cH:30][cH:31]1.[CH:12]([Cl:13])([Cl:14])[Cl:15].[Cl:1][c:2]1[cH:3][cH:4][cH:5][c:6]([C:7]([O:8][OH:10])=[O:9])[cH:11]1.[K+:37].[K+:38].[OH2:39]>>[O:9]=[S:17]([CH3:16])[CH:18]([c:19]1[cH:20][cH:21][c:22]([Cl:25])[cH:23][cH:24]1)[c:26]1[cH:27][cH:28][c:29]([Cl:32])[cH:30][cH:31]1. Starting materials: O (water), [OH-].[Na+] (sodium hydroxide), O (water), C(#N)CC(CCC(=O)OCC)(C1=CC=CC=C1)C1=CC=CC=C1 (ethyl 5-cyano-4,4-diphenylpentanoate), [H-].[Al+3].[Li+].[H-].[H-].[H-] (lithium aluminum hydride). Run in O1CCCC1 (tetrahydrofuran). Conditions: time 30 minute. Product: C(#N)CC(CCCO)(C1=CC=CC=C1)C1=CC=CC=C1 (5-Cyano-4,4-diphenylpentanol). Yield: 75.3%. RXN SMILES: [C:1]([CH2:3][C:4]([C:18]1[CH:23]=[CH:22][CH:21]=[CH:20][CH:19]=1)([C:12]1[CH:17]=[CH:16][CH:15]=[CH:14][CH:13]=1)[CH2:5][CH2:6][C:7](OCC)=[O:8])#[N:2].[H-].[Al+3].[Li+].[H-].[H-].[H-].O.[OH-].[Na+]>O1CCCC1>[C:1]([CH2:3][C:4]([C:18]1[CH:23]=[CH:22][CH:21]=[CH:20][CH:19]=1)([C:12]1[CH:13]=[CH:14][CH:15]=[CH:16][CH:17]=1)[CH2:5][CH2:6][CH2:7][OH:8])#[N:2] |f:1.2.3.4.5.6,8.9|. Procedure: To a stirred solution of ethyl 5-cyano-4,4-diphenylpentanoate (2 g) in tetrahydrofuran (25 ml) was added lithium aluminum hydride (0.37 g) in small portions under ice-cooling. After completion of addition, the mixture was further stirred for 30 minutes. While the reaction mixture was stirred under ice-cooling, water (0.9 ml), 15% aqueous sodium hydroxide (2.7 ml), and water (0.9 ml) were added in the order mentioned. The insoluble matter that separated out was filtered off and the filtrate was e... Reactants: C(C)N(CC)CC1=CC=C(C#N)C=C1 (4-[diethylaminomethyl]benzonitrile), C[Mg]Br (methylmagnesium bromide), solution, C(C)OCC (diethyl ether), ice water. Run in C1(=CC=CC=C1)C (toluene), C1(=CC=CC=C1)C (toluene). Product: C(C)N(CC)CC1=CC=C(C=C1)C(C)=O (1-{4-[(Diethylamino)methyl]phenyl}ethanone). RXN SMILES: [CH2:1]([N:3]([CH2:6][C:7]1[CH:14]=[CH:13][C:10](C#N)=[CH:9][CH:8]=1)[CH2:4][CH3:5])[CH3:2].C[Mg]Br.C([O:20][CH2:21][CH3:22])C>C1(C)C=CC=CC=1>[CH2:1]([N:3]([CH2:6][C:7]1[CH:14]=[CH:13][C:10]([C:21](=[O:20])[CH3:22])=[CH:9][CH:8]=1)[CH2:4][CH3:5])[CH3:2]. Procedure: A solution of 12.1 g of 4-[diethylaminomethyl]benzonitrile in 40 ml of toluene was added to a solution of methylmagnesium bromide (43 ml of a 3 M solution in diethyl ether) in 40 ml of toluene, and the mixture was heated to reflux. Completion of the reaction was followed by pouring into ice-water, extracting with methyl tert-butyl ether, adjusting the aqueous phase to pH 11-12 by adding NaOH, and renewed extracting with methyl tert-butyl ether. The organic phase was dried and the solvent was eva... Reactants: Br.BrCC1=NC=CC=C1 (2-(bromomethyl)pyridine hydrobromide), CC1=NOC2=C1C=C1C(=C2)OCC12C(NC1=CC=CC=C21)=O (3-methylspiro[furo[3,2-f][1,2]benzisoxazole-5,3′-indol]-2′(1H)-one), BrCC=1OC(=CC1)C(F)(F)F (2-(bromomethyl)-5-(trifluoromethyl)furan), FC=1C(=CC2=C(C1)C1(C(NC3=CC=CC=C13)=O)CO2)F (5,6-difluorospiro[1-benzofuran-3,3′-indol]-2′(1′H)-one). Product: FC=1C(=CC2=C(C1)C1(C(N(C3=CC=CC=C13)CC1=NC=CC=C1)=O)CO2)F (5,6-difluoro-1′-(pyridin-2-ylmethyl)spiro[1-benzofuran-3,3′-indol]-2′(1′H)-one). Reaction SMILES: Br.Br[CH2:3][C:4]1[CH:9]=[CH:8][CH:7]=[CH:6][N:5]=1.BrCC1OC(C(F)(F)F)=CC=1.[F:21][C:22]1[C:23]([F:40])=[CH:24][C:25]2[O:39][CH2:38][C:28]3([C:36]4[C:31](=[CH:32][CH:33]=[CH:34][CH:35]=4)[NH:30][C:29]3=[O:37])[C:26]=2[CH:27]=1.CC1C2C=C3C4(C5C(=CC=CC=5)NC4=O)COC3=CC=2ON=1>>[F:21][C:22]1[C:23]([F:40])=[CH:24][C:25]2[O:39][CH2:38][C:28]3([C:36]4[C:31](=[CH:32][CH:33]=[CH:34][CH:35]=4)[N:30]([CH2:3][C:4]4[CH:9]=[CH:8][CH:7]=[CH:6][N:5]=4)[C:29]3=[O:37])[C:26]=2[CH:27]=1 |f:0.1|. Procedure: Following the procedure as described in EXAMPLE 9 and making non-critical variations using 2-(bromomethyl)pyridine hydrobromide to replace 2-(bromomethyl)-5-(trifluoromethyl)furan, and 5,6-difluorospiro[1-benzofuran-3,3′-indol]-2′(1′H)-one to replace 3-methylspiro[furo[3,2-f][1,2]benzisoxazole-5,3′-indol]-2′(1H)-one, 5,6-difluoro-1′-(pyridin-2-ylmethyl)spiro[1-benzofuran-3,3′-indol]-2′(1′H)-one was obtained (29%) as a pale yellow oil: 1H NMR (300 MHz, CDCl3) δ 8.58 (d, J=4.1 Hz, 1H), 7.71 (ddd, ... Reactants: [BH4-] (borohydride), C(C)OC(=O)C1=CC(=NC=C1)C1=NC=CC(=C1)C(=O)OCC (4,4′-Diethoxycarbonyl-2,2′-bipyridine), [BH4-].[Na+] (sodium borohydride), saturated aqueous solution, [Cl-].[NH4+] (ammonium chloride). Procedure details: To a suspension of the diester (1) (3.0 g, 10.0 mmol) in 200 mL of absolute ethanol, 8.2 g of sodium borohydride was added in one portion. The mixture was refluxed for 3 hours, cooled to room temperature, then 200 mL of a saturated aqueous solution of ammonium chloride was added to decompose the excess borohydride. The ethanol was removed and the precipitated solid was dissolved with a minimum amount of water. The resulting solution was extracted with ethyl acetate (5×200 mL) then dried over sod... Yield: 78.6%. RXN SMILES: C([O:3][C:4]([C:6]1[CH:11]=[CH:10][N:9]=[C:8]([C:12]2[CH:17]=[C:16]([C:18](OCC)=[O:19])[CH:15]=[CH:14][N:13]=2)[CH:7]=1)=O)C.[BH4-].[Na+].[Cl-].[NH4+].[BH4-]>C(O)C>[OH:19][CH2:18][C:16]1[CH:15]=[CH:14][N:13]=[C:12]([C:8]2[CH:7]=[C:6]([CH2:4][OH:3])[CH:11]=[CH:10][N:9]=2)[CH:17]=1 |f:1.2,3.4|. Product: OCC1=CC(=NC=C1)C1=NC=CC(=C1)CO (4,4′-Bis(hydroxymethyl)-2,2′-bipyridine). Solvent: C(C)O (ethanol). Run in C1CCOC1 (THF), C1CCOC1 (THF), O (H2O). Isolated yield 52.9%. Procedure: (R)-8-Bromo-3(N-isopropyl-N-propylamino)-5-methoxy-3,4-dihydro-2H-1-benzopyran (2.3 g, 6.72 mmol) was dissolved in anhydrous THF (25 mL) and cooled to -78° C. To this was a 1.6M n-BuLi solution (4.83 mL, 7.73 mmol) added dropwise and allowed to stir at -78° C. for 1 h. N-Fluorobenzenesulfonimide (2.55 g, 8.06 mmol), dissolved in anhydrous THF (15 mL), was added dropwise under 20-30 min and allowed to stir at -78° C. for 4 h. The reaction was stopped by adding 1 mL of a saturated aqueous NH4Cl so... The reactants are [NH4+].[Cl-] (NH4Cl), solution, BrC1=CC=C(C=2C[C@H](COC21)N(CCC)C(C)C)OC ((R)-8-Bromo-3(N-isopropyl-N-propylamino)-5-methoxy-3,4-dihydro-2H-1-benzopyran), C1=CC=C(C=C1)S(=O)(=O)N(F)S(=O)(=O)C2=CC=CC=C2 (N-Fluorobenzenesulfonimide), C(=O)([O-])[O-].[Na+].[Na+] (Na2CO3), N (NH3), Cl (HCl), [Li]CCCC (n-BuLi), NO (NH2OH). Run at temperature -78 celsius, time 1 hour. The product is FC1=CC=C(C=2C[C@H](COC21)N(CCC)C(C)C)OC ((R)-8-Fluoro-3-(N-isopropyl-N-propylamino)-5-methoxy-3,4-dihydro-2H-1-benzopyran). As a reaction SMILES: Br[C:2]1[C:11]2[O:10][CH2:9][C@H:8]([N:12]([CH:16]([CH3:18])[CH3:17])[CH2:13][CH2:14][CH3:15])[CH2:7][C:6]=2[C:5]([O:19][CH3:20])=[CH:4][CH:3]=1.[Li]CCCC.C1C=CC(S(N(S(C2C=CC=CC=2)(=O)=O)[F:36])(=O)=O)=CC=1.[NH4+].[Cl-].NO.Cl.C([O-])([O-])=O.[Na+].[Na+].N>C1COCC1.O>[F:36][C:2]1[C:11]2[O:10][CH2:9][C@H:8]([N:12]([CH:16]([CH3:18])[CH3:17])[CH2:13][CH2:14][CH3:15])[CH2:7][C:6]=2[C:5]([O:19][CH3:20])=[CH:4][CH:3]=1 |f:3.4,7.8.9|. Starting materials: CC(C)=O, O=C1CCC(=O)N1I, O=C(c1cccc(-c2cnc3[nH]ccc3c2)c1)N1CCOCC1. Product: O=C(c1cccc(-c2cnc3[nH]cc(I)c3c2)c1)N1CCOCC1. RXN SMILES: [CH3:32][C:33](=[O:34])[CH3:35].[O:24]=[C:25]1[N:26]([I:31])[C:27](=[O:28])[CH2:29][CH2:30]1.[nH:1]1[cH:2][cH:3][c:4]2[c:5]1[n:6][cH:7][c:8](-[c:10]1[cH:11][c:12]([C:16](=[O:17])[N:18]3[CH2:19][CH2:20][O:21][CH2:22][CH2:23]3)[cH:13][cH:14][cH:15]1)[cH:9]2>>[nH:1]1[cH:2][c:3]([I:31])[c:4]2[c:5]1[n:6][cH:7][c:8](-[c:10]1[cH:11][c:12]([C:16](=[O:17])[N:18]3[CH2:19][CH2:20][O:21][CH2:22][CH2:23]3)[cH:13][cH:14][cH:15]1)[cH:9]2.